Dataset: the Open Reaction Database (ORD), a public repository of structured organic reaction records. Task: describe an organic reaction: reactants, conditions, products, and yield Reactants: CO, Nc1ccc(OCCN2CCc3ccccc3C2)cc1[N+](=O)[O-]. The product is Nc1ccc(OCCN2CCc3ccccc3C2)cc1N. As a reaction SMILES: [CH3:24][OH:25].[NH2:1][c:2]1[c:3]([N+:21]([O-:22])=[O:23])[cH:4][c:5]([O:6][CH2:7][CH2:8][N:9]2[CH2:10][c:11]3[cH:12][cH:13][cH:14][cH:15][c:16]3[CH2:17][CH2:18]2)[cH:19][cH:20]1>>[NH2:1][c:2]1[c:3]([NH2:21])[cH:4][c:5]([O:6][CH2:7][CH2:8][N:9]2[CH2:10][c:11]3[cH:12][cH:13][cH:14][cH:15][c:16]3[CH2:17][CH2:18]2)[cH:19][cH:20]1. Starting materials: BrC1=NN2C(S1)=NC=C2I (2-bromo-5-iodoimidazo[2,1-b][1,3,4]thiadiazole), C(C)N1N=CC(=C1)B(O)O (1-ethyl-1H-pyrazole-4-boronic acid), pinacol ester, C(=O)([O-])[O-].[Na+].[Na+] (Na2CO3). Reagents/catalysts: Cl[Pd]([P](C1=CC=CC=C1)(C2=CC=CC=C2)C3=CC=CC=C3)([P](C4=CC=CC=C4)(C5=CC=CC=C5)C6=CC=CC=C6)Cl (Pd(PPh3)2Cl2). The solvent is O1CCOCC1 (dioxane). The product is C(C)N1N=CC(=C1)C1=NN2C(S1)=NC=C2I (2-(1-Ethyl-1H-pyrazol-4-yl)-5-iodo-imidazo[2,1-b][1,3,4]thiadiazole). As a reaction SMILES: Br[C:2]1[S:6][C:5]2=[N:7][CH:8]=[C:9]([I:10])[N:4]2[N:3]=1.[CH2:11]([N:13]1[CH:17]=[C:16](B(O)O)[CH:15]=[N:14]1)[CH3:12].C([O-])([O-])=O.[Na+].[Na+]>O1CCOCC1.Cl[Pd](Cl)([P](C1C=CC=CC=1)(C1C=CC=CC=1)C1C=CC=CC=1)[P](C1C=CC=CC=1)(C1C=CC=CC=1)C1C=CC=CC=1>[CH2:11]([N:13]1[CH:17]=[C:16]([C:2]2[S:6][C:5]3=[N:7][CH:8]=[C:9]([I:10])[N:4]3[N:3]=2)[CH:15]=[N:14]1)[CH3:12] |f:2.3.4,^1:35,54|. Reported procedure: A mixture of 2-bromo-5-iodoimidazo[2,1-b][1,3,4]thiadiazole (0.18 g, 0.546 mmol, 1 eq), 1-ethyl-1H-pyrazole-4-boronic acid, pinacol ester (0.145 g, 0.655 mmol, 1.2 eq), Pd(PPh3)2Cl2 (0.077 g, 0.109 mmol, 0.2 eq) and 2M aq Na2CO3 (1 mL) in dioxane (3 mL) was refluxed for 2 h. The solvent was evaporated and the residue was treated with water. The suspension was filtered off (avoid taking the heavier reddish solid) and washed with water. The solid (110 mg) was used in the next step of the synthesis... Reactants: C(C)(C)(C)N1N=C(C=C1NC1=NN(C(C2=CC=CC=C12)=O)CCOC)C (4-(2-tert-Butyl-5-methyl-2H-pyrazol-3-ylamino)-2-(2-methoxy-ethyl)-2H-phthalazin-1-one), raw product. Solvent: C(=O)O (formic acid), O (H2O). Product: COCCN1C(C2=CC=CC=C2C(=N1)NC=1NN=C(C1)C)=O (2-(2-Methoxyethyl)-4-(5-methyl-2H-pyrazol-3-ylamino)-2H-phthalazin-1-one). Isolated yield 93.5%. As a reaction SMILES: C([N:5]1[C:9]([NH:10][C:11]2[C:20]3[C:15](=[CH:16][CH:17]=[CH:18][CH:19]=3)[C:14](=[O:21])[N:13]([CH2:22][CH2:23][O:24][CH3:25])[N:12]=2)=[CH:8][C:7]([CH3:26])=[N:6]1)(C)(C)C>C(O)=O.O>[CH3:25][O:24][CH2:23][CH2:22][N:13]1[N:12]=[C:11]([NH:10][C:9]2[NH:5][N:6]=[C:7]([CH3:26])[CH:8]=2)[C:20]2[C:15](=[CH:16][CH:17]=[CH:18][CH:19]=2)[C:14]1=[O:21]. Procedure: 4-(2-tert-Butyl-5-methyl-2H-pyrazol-3-ylamino)-2-(2-methoxy-ethyl)-2H-phthalazin-1-one (0.36 g, 1.0 mmol) was dissolved in formic acid (20 ml) and heated at reflux for 4 h. The resulting raw product was dissolved in H2O and dichloromethane, after evaporation of formic acid. Addition of NaHCO3 resulted in precipitation of a solid, which was collected by filtration. Subsequent washing with H2O, dichloromethane and diethyl ether and drying in vacuum at 40° C. yielded the desired product 2-(2-Methox... The reactants are C(C)(=O)[O-].[NH4+] (ammonium acetate), C(C)OC(=O)C(C)(ON=C(C#N)C#N)C (2-(1-ethoxycarbonyl-1-methylethoxyimino)propanedinitrile), O.N (ammonia water), CO (methanol), C([O-])([O-])=O.[K+].[K+] (potassium carbonate). Conditions: temperature 20 celsius, time 15 hour. Product: C(C=1C(C(=O)O)=CC=CC1)(=O)O (phthalic acid). RXN SMILES: [C:1]([O-])(=O)[CH3:2].[NH4+].C([O:8][C:9]([C:11]([CH3:20])(ON=C(C#N)C#N)[CH3:12])=[O:10])C.O.N.[C:23](=[O:26])([O-])[O-:24].[K+].[K+].[CH3:29]O>>[C:9]([OH:8])(=[O:10])[C:11]1[C:12](=[CH:29][CH:1]=[CH:2][CH:20]=1)[C:23]([OH:24])=[O:26] |f:0.1,3.4,5.6.7|. Procedure details: To a solution of ammonium acetate (73.7 g) in methanol (250 ml) were added 2-(1-ethoxycarbonyl-1-methylethoxyimino)propanedinitrile (50.0 g) and 28% ammonia water (33.3 ml) at room temperature. After stirring for 15 hours at 20° C., potassium carbonate (33.0 g) was added to the solution, and the solution was evaporated under reduced pressure. A mixture of water (130 ml) and methylene chloride (110 ml) was added into the residue. The mixture was adjusted to pH 8.0-8.2 and extracted with methylene... Starting materials: Cl, Nc1ncc2cc(-c3ccccc3)c(N)nc2n1, O=S(=O)([O-])OS(=O)(=O)[O-], O. Yields the product Nc1ncc2cc(-c3ccccc3)c(O)nc2n1. Reaction SMILES: [ClH:1].[NH2:11][c:12]1[n:13][cH:14][c:15]2[c:16]([n:17]1)[n:18][c:19]([NH2:28])[c:20](-[c:22]1[cH:23][cH:24][cH:25][cH:26][cH:27]1)[cH:21]2.[O-:2][S:3]([O:4][S:5](=[O:6])(=[O:7])[O-:8])(=[O:9])=[O:10].[OH2:29]>>[OH:2][c:19]1[n:18][c:16]2[c:15]([cH:14][n:13][c:12]([NH2:11])[n:17]2)[cH:21][c:20]1-[c:22]1[cH:23][cH:24][cH:25][cH:26][cH:27]1.